From a dataset of the Open Reaction Database (ORD), a public repository of structured organic reaction records. describe an organic reaction: reactants, conditions, products, and yield The reactants are O=C([O-])[O-], CCOC(C)=O, CI, [K+], [K+], [NH4+], [NH4+], O=S(=O)([O-])[O-], CN(C)C=O, CC1OC(C)(C)c2cc(-c3ccc(C#N)[nH]3)ccc2N1C(=O)OCC1c2ccccc2-c2ccccc21. Product: CC1OC(C)(C)c2cc(-c3ccc(C#N)n3C)ccc2N1C(=O)OCC1c2ccccc2-c2ccccc21. Reaction SMILES: [C:38](=[O:39])([O-:40])[O-:41].[CH3:58][CH2:59][O:60][C:61](=[O:62])[CH3:63].[I:44][CH3:45].[K+:42].[K+:43].[NH4+:46].[NH4+:47].[O-:48][S:49](=[O:50])(=[O:51])[O-:52].[O:53]=[CH:54][N:55]([CH3:56])[CH3:57].[cH:1]1[cH:2][cH:3][cH:4][c:5]2[c:13]1[CH:12]([CH2:14][O:15][C:16](=[O:17])[N:18]1[CH:19]([CH3:37])[O:20][C:21]([CH3:35])([CH3:36])[c:22]3[c:23]1[cH:24][cH:25][c:26](-[c:28]1[nH:29][c:30]([C:33]#[N:34])[cH:31][cH:32]1)[cH:27]3)[c:11]1[c:6]-2[cH:7][cH:8][cH:9][cH:10]1>>[cH:1]1[cH:2][cH:3][cH:4][c:5]2[c:13]1[CH:12]([CH2:14][O:15][C:16](=[O:17])[N:18]1[CH:19]([CH3:37])[O:20][C:21]([CH3:35])([CH3:36])[c:22]3[c:23]1[cH:24][cH:25][c:26](-[c:28]1[n:29]([CH3:38])[c:30]([C:33]#[N:34])[cH:31][cH:32]1)[cH:27]3)[c:11]1[c:6]-2[cH:7][cH:8][cH:9][cH:10]1. Starting materials: CS(=O)(=O)c1ccccc1-c1cc2ccc(Br)cc2c(=O)[nH]1, O=C([O-])[O-], C1COCCO1, CNCCNC, [Cl-], I[Cu]I, [K+], [K+], [NH4+], O=C1NCC(CO)O1. RXN SMILES: [Br:1][c:2]1[cH:3][cH:4][c:5]2[cH:6][c:7](-[c:13]3[c:14]([S:19](=[O:20])(=[O:21])[CH3:22])[cH:15][cH:16][cH:17][cH:18]3)[nH:8][c:9](=[O:12])[c:10]2[cH:11]1.[C:31](=[O:32])([O-:33])[O-:34].[CH2:45]1[O:46][CH2:47][CH2:48][O:49][CH2:50]1.[CH3:37][NH:38][CH2:39][CH2:40][NH:41][CH3:42].[Cl-:43].[Cu:51]([I:52])[I:53].[K+:35].[K+:36].[NH4+:44].[OH:23][CH2:24][CH:25]1[CH2:26][NH:27][C:28](=[O:30])[O:29]1>>[c:2]1([N:27]2[CH2:26][CH:25]([CH2:24][OH:23])[O:29][C:28]2=[O:30])[cH:3][cH:4][c:5]2[cH:6][c:7](-[c:13]3[c:14]([S:19](=[O:20])(=[O:21])[CH3:22])[cH:15][cH:16][cH:17][cH:18]3)[nH:8][c:9](=[O:12])[c:10]2[cH:11]1. Product: CS(=O)(=O)c1ccccc1-c1cc2ccc(N3CC(CO)OC3=O)cc2c(=O)[nH]1. Reactants: Nc1ccc2ncnc(Nc3cccc(Br)c3)c2c1, CN1CCOCC1, CC(C)C(C)(N)C#CC(=O)O, CC(C)COC(=O)Cl, C1CCOC1, c1ccncc1. The product is CC(C)C(C)(N)C#CC(=O)Nc1ccc2ncnc(Nc3cccc(Br)c3)c2c1. Reaction SMILES: [Br:27][c:28]1[cH:29][c:30]([NH:34][c:35]2[n:36][cH:37][n:38][c:39]3[cH:40][cH:41][c:42]([NH2:45])[cH:43][c:44]23)[cH:31][cH:32][cH:33]1.[CH3:9][N:10]1[CH2:11][CH2:12][O:13][CH2:14][CH2:15]1.[CH:16]([CH3:17])([CH3:18])[C:19]([C:20]#[C:21][C:22](=[O:23])[OH:24])([NH2:25])[CH3:26].[Cl:1][C:2]([O:3][CH2:4][CH:5]([CH3:6])[CH3:7])=[O:8].[O:46]1[CH2:47][CH2:48][CH2:49][CH2:50]1.[cH:51]1[cH:52][cH:53][n:54][cH:55][cH:56]1>>[CH:16]([CH3:17])([CH3:18])[C:19]([C:20]#[C:21][C:22](=[O:24])[NH:45][c:42]1[cH:41][cH:40][c:39]2[n:38][cH:37][n:36][c:35]([NH:34][c:30]3[cH:29][c:28]([Br:27])[cH:33][cH:32][cH:31]3)[c:44]2[cH:43]1)([NH2:25])[CH3:26]. Reactants: N1(CCCC1)CCOC1=CC=C(C=C1)NC=1SC(=CN1)C1=CC=C(C=C1)O (4-{2-[4-(2-pyrrolidin-1-yl-ethoxy)-phenylamino]-thiazol-5-yl}-phenol), COC1=CC(=C(C=C1)NC=1SC(=CN1)C1=CSC=C1)C ((4-methoxy-2-methyl-phenyl)-(5-thiophen-3-yl-thiazol-2-yl)-amine), B(Br)(Br)Br (BBr3). Solvent: C(Cl)Cl.CO (CH2Cl2 MeOH). The product is CC=1C=C(C=CC1NC=1SC(=CN1)C1=CSC=C1)O (3-Methyl-4-(5-thiophen-3-yl-thiazol-2-ylamino)-phenol). As a reaction SMILES: N1(CCOC2C=CC(NC3SC(C4C=CC(O)=CC=4)=CN=3)=CC=2)CCCC1.C[O:29][C:30]1[CH:35]=[CH:34][C:33]([NH:36][C:37]2[S:38][C:39]([C:42]3[CH:46]=[CH:45][S:44][CH:43]=3)=[CH:40][N:41]=2)=[C:32]([CH3:47])[CH:31]=1.B(Br)(Br)Br>C(Cl)Cl.CO>[CH3:47][C:32]1[CH:31]=[C:30]([OH:29])[CH:35]=[CH:34][C:33]=1[NH:36][C:37]1[S:38][C:39]([C:42]2[CH:46]=[CH:45][S:44][CH:43]=2)=[CH:40][N:41]=1 |f:3.4|. Procedure: The title compound is prepared as described in Example 7 for 4-{2-[4-(2-pyrrolidin-1-yl-ethoxy)-phenylamino]-thiazol-5-yl}-phenol but starting from (4-methoxy-2-methyl-phenyl)-(5-thiophen-3-yl-thiazol-2-yl)-amine and using 4 equivalents of BBr3. Title compound: ES-MS: 289.0 [M+H]+; single peak at tR=3.33 min (System 2); Rf=0.15 (CH2Cl2/MeOH, 95/5). Reactants: F[B-](F)(F)F, CCN(C(C)C)C(C)C, Cc1sc(C(=O)O)c2c1C1C(C2)C1(C)C, O=CO, Cl, NCc1ccc(O)cc1, CN(C)C=O, CN(C)C(On1nnc2ccccc21)=[N+](C)C. The product is Cc1sc(C(=O)NCc2ccc(O)cc2)c2c1C1C(C2)C1(C)C. As a reaction SMILES: [B-:16]([F:17])([F:18])([F:19])[F:20].[CH2:38]([N:39]([CH:40]([CH3:41])[CH3:42])[CH:43]([CH3:44])[CH3:45])[CH3:46].[CH3:1][C:2]1([CH3:15])[CH:3]2[CH:4]1[CH2:5][c:6]1[c:7]([C:12](=[O:13])[OH:14])[s:8][c:9]([CH3:11])[c:10]12.[CH:62]([OH:63])=[O:64].[ClH:47].[NH2:48][CH2:49][c:50]1[cH:51][cH:52][c:53]([OH:56])[cH:54][cH:55]1.[O:57]=[CH:58][N:59]([CH3:60])[CH3:61].[n:21]1([O:22][C:23]([N:24]([CH3:25])[CH3:26])=[N+:27]([CH3:28])[CH3:29])[c:30]2[cH:31][cH:32][cH:33][cH:34][c:35]2[n:36][n:37]1>>[CH3:1][C:2]1([CH3:15])[CH:3]2[CH:4]1[CH2:5][c:6]1[c:7]([C:12](=[O:14])[NH:48][CH2:49][c:50]3[cH:51][cH:52][c:53]([OH:56])[cH:54][cH:55]3)[s:8][c:9]([CH3:11])[c:10]12. Starting materials: NC1=NC(=NC(=N1)OC)OC (2-amino-4,6-dimethoxy-1,3,5-triazine), C(C)(C)OC(=O)C1=C(C=CC=C1)S(=O)(=O)N=C=O (2-isopropoxycarbonylbenzenesulfonyl isocyanate). Solvent: C(Cl)Cl (methylene chloride), C(Cl)Cl (methylene chloride). The product is COC1=NC(=NC(=N1)OC)NC(=O)NS(=O)(=O)C1=C(C=CC=C1)C(=O)OC(C)C (N-[(4,6-dimethoxy-1,3,5-triazin-2-yl)aminocarbonyl]-2-(isopropoxycarbonyl)benzenesulfonamide). The yield is 26.2%. As a reaction SMILES: [NH2:1][C:2]1[N:7]=[C:6]([O:8][CH3:9])[N:5]=[C:4]([O:10][CH3:11])[N:3]=1.[CH:12]([O:15][C:16]([C:18]1[CH:23]=[CH:22][CH:21]=[CH:20][C:19]=1[S:24]([N:27]=[C:28]=[O:29])(=[O:26])=[O:25])=[O:17])([CH3:14])[CH3:13]>C(Cl)Cl>[CH3:9][O:8][C:6]1[N:5]=[C:4]([O:10][CH3:11])[N:3]=[C:2]([NH:1][C:28]([NH:27][S:24]([C:19]2[CH:20]=[CH:21][CH:22]=[CH:23][C:18]=2[C:16]([O:15][CH:12]([CH3:14])[CH3:13])=[O:17])(=[O:26])=[O:25])=[O:29])[N:7]=1. Reported procedure: To 0.7 g of 2-amino-4,6-dimethoxy-1,3,5-triazine suspended in 5.0 ml anhydrous methylene chloride was added 1.6 g of 2-isopropoxycarbonylbenzenesulfonyl isocyanate in 5.0 ml anhydrous methylene chloride. The resulting mixture was filtered to remove some unreacted 2-amino-4,6-dimethoxytriazine, the methylene chloride filtrate was evaporated at reduced pressure and the residue triturated with chlorobutane to yield 0.5 g of desired product melting at 192°-195° C. The solid showed infrared absorptio... Starting materials: FC1=CC=C(CN)C=C1 (4-fluorobenzylamine), ClC=1N=C(C2=C(N1)SC(=C2)C)Cl (2,4-dichloro-6-methyl-thieno-[2,3-d]-pyrimidine). Product: ClC=1N=C(C2=C(N1)SC(=C2)C)NCC2=CC=C(C=C2)F (2-chloro-6-methyl-4-(4-fluorobenzylamino)-thieno-[2,3-d]-pyrimidine), ClC=1N=C(C2=C(N1)SC=C2C)Cl (2,4-dichloro-5-methyl-thieno-[2,3-d]-pyrimidine). Reaction SMILES: [F:1][C:2]1[CH:9]=[CH:8][C:5]([CH2:6][NH2:7])=[CH:4][CH:3]=1.[Cl:10][C:11]1[N:12]=[C:13]([Cl:21])[C:14]2[CH:19]=[C:18]([CH3:20])[S:17][C:15]=2[N:16]=1>>[Cl:10][C:11]1[N:12]=[C:13]([NH:7][CH2:6][C:5]2[CH:8]=[CH:9][C:2]([F:1])=[CH:3][CH:4]=2)[C:14]2[CH:19]=[C:18]([CH3:20])[S:17][C:15]=2[N:16]=1.[Cl:10][C:11]1[N:12]=[C:13]([Cl:21])[C:14]2[C:19]([CH3:2])=[CH:18][S:17][C:15]=2[N:16]=1. Procedure details: Following the procedure of Example 1, the reaction of 4-fluorobenzylamine with 2,4-dichloro-6-methyl-thieno-[2,3-d]-pyrimidine yields 2-chloro-6-methyl-4-(4-fluorobenzylamino)-thieno-[2,3-d]-pyrimidine with 2,4-dichloro-5-methyl-thieno-[2,3-d]-pyrimidine yields 2-chloro-5-methyl-4-(4-fluorobenzylamino)-thieno-[2,3-d]-pyrimidine. The reactants are Cl.C(=N)N (formamidine hydrochloride), [Na] (sodium), C(C1=CC=CC=C1)N1CCC(=C(CC1)Cl)C(=O)C1=CC=CC=C1 ((1-benzyl-5-chloro-2,3,6,7-tetrahydro-1H-azepin-4-yl)-phenyl-methanone). Solvent: C(C)O (ethanol). Run at temperature 6 celsius, time 15 minute. Yields the product C(C1=CC=CC=C1)N1CCC2=C(CC1)C(=NC=N2)C2=CC=CC=C2 (7-Benzyl-4-phenyl-6,7,8,9-tetrahydro-5H-pyrimido[4,5-d]azepine). Yield: 39.5%. RXN SMILES: [Na].Cl.[CH:3]([NH2:5])=[NH:4].[CH2:6]([N:13]1[CH2:19][CH2:18][C:17](Cl)=[C:16]([C:21]([C:23]2[CH:28]=[CH:27][CH:26]=[CH:25][CH:24]=2)=O)[CH2:15][CH2:14]1)[C:7]1[CH:12]=[CH:11][CH:10]=[CH:9][CH:8]=1>C(O)C>[CH2:6]([N:13]1[CH2:14][CH2:15][C:16]2[C:21]([C:23]3[CH:28]=[CH:27][CH:26]=[CH:25][CH:24]=3)=[N:4][CH:3]=[N:5][C:17]=2[CH2:18][CH2:19]1)[C:7]1[CH:8]=[CH:9][CH:10]=[CH:11][CH:12]=1 |f:1.2,^1:0|. Procedure: 16.8 g sodium was added to 500 mL ethanol at 10° C. Then, 48.5 g formamidine hydrochloride was added and the reaction was stirred 15 min at 6° C. 28 g (1-benzyl-5-chloro-2,3,6,7-tetrahydro-1H-azepin-4-yl)-phenyl-methanone was added and the reaction was stirred 17 h at RT and 1 h at 40° C. The mixture was filtered and the solvent was removed. The residue was dissolved in ethyl acetate. The layers were separated and the organic layer was washed with water and evaporated. The residue was crystalliz...